From a dataset of the Open Reaction Database (ORD), a public repository of structured organic reaction records. describe an organic reaction: reactants, conditions, products, and yield The reactants are C(#N)CC1C(C2=CC=C(C=C2C1C1=C(C=C(C=C1)OC)OCOC)OCCC)C1=CC2=C(C=C1)OCO2 (2-Cyanomethyl-3-(4-methoxy-2-methoxymethoxyphenyl)-1-(3,4-methylenedioxyphenyl)-5-(prop-1-yloxy)indane). Solvent: CCO (EtOH), Cl (HCl). Yields the product C(#N)CC1C(C2=CC=C(C=C2C1C1=C(C=C(C=C1)OC)O)OCCC)C1=CC2=C(C=C1)OCO2 (2-Cyanomethyl-3-(2-hydroxy-4-methoxyphenyl)-1-(3,4-methylenedioxyphenyl)-5-(prop-1-yloxy)indane), foam. Yield: 91.0%. As a reaction SMILES: [C:1]([CH2:3][CH:4]1[CH:12]([C:13]2[CH:18]=[CH:17][C:16]([O:19][CH3:20])=[CH:15][C:14]=2[O:21]COC)[C:11]2[C:6](=[CH:7][CH:8]=[C:9]([O:25][CH2:26][CH2:27][CH3:28])[CH:10]=2)[CH:5]1[C:29]1[CH:34]=[CH:33][C:32]2[O:35][CH2:36][O:37][C:31]=2[CH:30]=1)#[N:2]>CCO.Cl>[C:1]([CH2:3][CH:4]1[CH:12]([C:13]2[CH:18]=[CH:17][C:16]([O:19][CH3:20])=[CH:15][C:14]=2[OH:21])[C:11]2[C:6](=[CH:7][CH:8]=[C:9]([O:25][CH2:26][CH2:27][CH3:28])[CH:10]=2)[CH:5]1[C:29]1[CH:34]=[CH:33][C:32]2[O:35][CH2:36][O:37][C:31]=2[CH:30]=1)#[N:2]. Procedure details: 1RS,2RS,3RS)-2-Cyanomethyl-3-(4-methoxy-2-methoxymethoxyphenyl)-1-(3,4-methylenedioxyphenyl)-5-(prop-1-yloxy)indane (300 mg, 0.60 mmol) was dissolved in EtOH (4 ml) with concentrated HCl (0.1 ml) then refluxed for 1 h. the mixture was cooled then partitioned between EtOAc and 3N HCl. The organic extract was washed with H2O, saturated NaHCO3 solution, H2O, then brine, dried (Na2SO4) and solvent removed in vacuo to afford the title compound as a solid foam (250 mg, 91%).